The task is: describe an organic reaction: reactants, conditions, products, and yield. This data is from the Open Reaction Database (ORD), a public repository of structured organic reaction records. Starting materials: CC(C)=O, O=C1CC(CCl)C(=O)N1c1ccc(F)cc1, [I-], [Na+]. Product: O=C1CC(CI)C(=O)N1c1ccc(F)cc1. RXN SMILES: [CH3:19][C:20](=[O:21])[CH3:22].[Cl:1][CH2:2][CH:3]1[C:4](=[O:16])[N:5]([c:9]2[cH:10][cH:11][c:12]([F:15])[cH:13][cH:14]2)[C:6](=[O:8])[CH2:7]1.[I-:18].[Na+:17]>>[CH2:2]([CH:3]1[C:4](=[O:16])[N:5]([c:9]2[cH:10][cH:11][c:12]([F:15])[cH:13][cH:14]2)[C:6](=[O:8])[CH2:7]1)[I:18]. Starting materials: C(C1=CC=CC=C1)N1N=C(C=C1C=1C=CC2=C(CCCO2)C1)C(F)(F)F (1-benzyl-5-(3,4-dihydro-2H-1-benzopyran-6-yl)-3-(trifluoromethyl)-1H-pyrazole), BrN1C(CCC1=O)=O (N-bromosuccinimide), O (Water). Solvent: C(C)#N (acetonitrile). The product is C(C1=CC=CC=C1)N1N=C(C(=C1C=1C=CC2=C(CCCO2)C1)Br)C(F)(F)F (1-benzyl-4-bromo-5-(3,4-dihydro-2H-1-benzopyran-6-yl)-3-(trifluoromethyl)-1H-pyrazole). Isolated yield 63.0%. As a reaction SMILES: [CH2:1]([N:8]1[C:12]([C:13]2[CH:14]=[CH:15][C:16]3[O:21][CH2:20][CH2:19][CH2:18][C:17]=3[CH:22]=2)=[CH:11][C:10]([C:23]([F:26])([F:25])[F:24])=[N:9]1)[C:2]1[CH:7]=[CH:6][CH:5]=[CH:4][CH:3]=1.[Br:27]N1C(=O)CCC1=O.O>C(#N)C>[CH2:1]([N:8]1[C:12]([C:13]2[CH:14]=[CH:15][C:16]3[O:21][CH2:20][CH2:19][CH2:18][C:17]=3[CH:22]=2)=[C:11]([Br:27])[C:10]([C:23]([F:26])([F:24])[F:25])=[N:9]1)[C:2]1[CH:7]=[CH:6][CH:5]=[CH:4][CH:3]=1. Procedure details: A solution 1-benzyl-5-(3,4-dihydro-2H-1-benzopyran-6-yl)-3-(trifluoromethyl)-1H-pyrazole (49c) (260 mg, 0.73 mmol) and N-bromosuccinimide (157 mg, 0.88 mmol) in acetonitrile (5 mL) was refluxed for 45 minutes. Water (5 mL) was added, and the aqueous layer was extracted with dichloromethane (2×5 mL). The combined organics layers were dried over sodium sulfate and concentrated in vacuo. The residue was purified by preparative TLC (cyclohexane/ethyl acetate 100/0 to 90/10) to provide the 1-benzyl-4... Starting materials: Cc1nc(-c2ccc(C(F)(F)F)cc2)sc1COc1ccc2ccn(CC(=O)OC(C)(C)C)c2c1, [Li+], [OH-]. Product: Cc1nc(-c2ccc(C(F)(F)F)cc2)sc1COc1ccc2ccn(CC(=O)O)c2c1. RXN SMILES: [C:1]([CH3:2])([CH3:3])([CH3:4])[O:5][C:6]([CH2:7][n:8]1[cH:9][cH:10][c:11]2[cH:12][cH:13][c:14]([O:17][CH2:18][c:19]3[c:20]([CH3:34])[n:21][c:22](-[c:24]4[cH:25][cH:26][c:27]([C:30]([F:31])([F:32])[F:33])[cH:28][cH:29]4)[s:23]3)[cH:15][c:16]12)=[O:35].[Li+:37].[OH-:36]>>[O:5]=[C:6]([CH2:7][n:8]1[cH:9][cH:10][c:11]2[cH:12][cH:13][c:14]([O:17][CH2:18][c:19]3[c:20]([CH3:34])[n:21][c:22](-[c:24]4[cH:25][cH:26][c:27]([C:30]([F:31])([F:32])[F:33])[cH:28][cH:29]4)[s:23]3)[cH:15][c:16]12)[OH:35]. Reactants: aqueous solution, Cl (hydrochloric acid), FC(C(=O)O)(F)F (trifluoroacetic acid), C(=O)NC=1SC=C(N1)C(C(=O)N[C@H]1[C@@H]2N(C(=C(CS2)C[N+]=2N(C=CC2)C)C(=O)[O-])C1=O)=NOC1C=CCC1 (7β-[2-(2-formamidothiazol-4-yl)-2-(2-cyclopenten-1-yloxyimino)acetamido]-3-(2-methyl-1-pyrazolio)methyl-3-cephem-4-carboxylate), C([O-])(O)=O.[Na+] (sodium bicarbonate). Run in CO (methanol), O (water). Conditions: time 2 hour. The product is NC=1SC=C(N1)C(C(=O)N[C@H]1[C@@H]2N(C(=C(CS2)C[N+]=2N(C=CC2)C)C(=O)[O-])C1=O)=NOC1C=CCC1 (7β-[2-(2-aminothiazol-4-yl)-2-(2-cyclopenten-1-yloxyimino)acetamido]-3-(2-methyl-1-pyrazolio)methyl-3-cephem-4-carboxylate). As a reaction SMILES: Cl.FC(F)(F)C(O)=O.C([NH:11][C:12]1[S:13][CH:14]=[C:15]([C:17](=[N:40][O:41][CH:42]2[CH2:46][CH2:45][CH:44]=[CH:43]2)[C:18]([NH:20][C@@H:21]2[C:38](=[O:39])[N:23]3[C:24]([C:35]([O-:37])=[O:36])=[C:25]([CH2:28][N+:29]4[N:30]([CH3:34])[CH:31]=[CH:32][CH:33]=4)[CH2:26][S:27][C@H:22]23)=[O:19])[N:16]=1)=O.C(=O)(O)[O-].[Na+]>CO.O>[NH2:11][C:12]1[S:13][CH:14]=[C:15]([C:17](=[N:40][O:41][CH:42]2[CH2:46][CH2:45][CH:44]=[CH:43]2)[C:18]([NH:20][C@@H:21]2[C:38](=[O:39])[N:23]3[C:24]([C:35]([O-:37])=[O:36])=[C:25]([CH2:28][N+:29]4[N:30]([CH3:34])[CH:31]=[CH:32][CH:33]=4)[CH2:26][S:27][C@H:22]23)=[O:19])[N:16]=1 |f:3.4|. Reported procedure: Conc. hydrochloric acid (4.1 g) was added to a solution of trifluoroacetic acid salt of 7β-[2-(2-formamidothiazol-4-yl)-2-(2-cyclopenten-1-yloxyimino)acetamido]-3-(2-methyl-1-pyrazolio)methyl-3-cephem-4-carboxylate (A isomer) (syn isomer) (5.8 g) in methanol (60 ml), and the mixture was stirred at ambient temperature for 2 hours. To the reaction mixture was added water (60 ml) and adjusted to pH 2.0 with 5% aqueous solution of sodium bicarbonate. The separated aqueous solution was subjected to c...